The task is: describe an organic reaction: reactants, conditions, products, and yield. This data is from the Open Reaction Database (ORD), a public repository of structured organic reaction records. Reactants: C(C)(=O)[O-].[Na+] (sodium acetate), Cl.NO (hydroxylamine hydrochloride), O1[C@H](COC2=C1C=CC=C2)CN2C[C@H](CCC2)C=2C=C(C=CC2)OS(=O)(=O)C(F)(F)F (trifluoro-methanesulfonic acid 3-{(R*)-1-[(S)-1-(2,3-dihydro-benzo[1,4]dioxin-2-yl)methyl]-piperidin-3-yl}-phenyl ester), C([O-])([O-])=O.[Cs+].[Cs+] (cesium carbonate), C1=CC=C(C=C1)P(C2=CC=CC=C2)C3=C(C4=CC=CC=C4C=C3)C5=C(C=CC6=CC=CC=C65)P(C7=CC=CC=C7)C8=CC=CC=C8 ((R)-(+)-2,2-bis(diphenylphosphino)-1,1-binaphthyl), C(C1=CC=CC=C1)(C1=CC=CC=C1)=N (benzophenone imine). Reagents/catalysts: C(C)(=O)[O-].[Pd+2].C(C)(=O)[O-] (palladium acetate). Solvent: O1CCCC1 (tetrahydrofuran). Run at temperature 80 celsius, time 1.5 hour. Yields the product O1[C@H](COC2=C1C=CC=C2)CN2C[C@H](CCC2)C=2C=C(C=CC2)N (3-[(R*)-1-[(S)-1-(2,3-Dihydro-benzo[1,4]dioxin-2-yl)methyl]-piperidin-3-yl]-phenylamine). Isolated yield 20.5%. RXN SMILES: [O:1]1[C:6]2[CH:7]=[CH:8][CH:9]=[CH:10][C:5]=2[O:4][CH2:3][C@@H:2]1[CH2:11][N:12]1[CH2:17][CH2:16][CH2:15][C@H:14]([C:18]2[CH:19]=[C:20](OS(C(F)(F)F)(=O)=O)[CH:21]=[CH:22][CH:23]=2)[CH2:13]1.C(=O)([O-])[O-].[Cs+].[Cs+].C1C=CC(P(C2C=CC3C(=CC=CC=3)C=2C2C3C(=CC=CC=3)C=CC=2P(C2C=CC=CC=2)C2C=CC=CC=2)C2C=CC=CC=2)=CC=1.C(=[NH:97])(C1C=CC=CC=1)C1C=CC=CC=1.C([O-])(=O)C.[Na+].Cl.NO>O1CCCC1.C([O-])(=O)C.[Pd+2].C([O-])(=O)C>[O:1]1[C:6]2[CH:7]=[CH:8][CH:9]=[CH:10][C:5]=2[O:4][CH2:3][C@@H:2]1[CH2:11][N:12]1[CH2:17][CH2:16][CH2:15][C@H:14]([C:18]2[CH:19]=[C:20]([NH2:97])[CH:21]=[CH:22][CH:23]=2)[CH2:13]1 |f:1.2.3,6.7,8.9,11.12.13|. Procedure: A mixture of trifluoro-methanesulfonic acid 3-{(R*)-1-[(S)-1-(2,3-dihydro-benzo[1,4]dioxin-2-yl)methyl]-piperidin-3-yl}-phenyl ester (1.039 g, 2.27 mmol), cesium carbonate (1.036 g, 3.18 mmol), palladium acetate (0.015, 0.068 mmol), (R)-(+)-2,2-bis(diphenylphosphino)-1,1-binaphthyl (0.064 g, 0.102 mmol) and benzophenone imine (0.457 ml, 2.73 mmol) in dry tetrahydrofuran (6 ml) was heated in a microwave reactor at 80° C. for 10 hours. The mixture was filtered and evaporated to dryness. The crude ... Reactants: O=C(c1cnccc1Oc1cc(Cl)c(Br)cc1Cl)N1CCN(C2CC2)c2ccccc21, CN(C)C=O, CCOC(C)=O, N#C[Cu], O, O=C(O)C1CCCN1. The product is N#Cc1cc(Cl)c(Oc2ccncc2C(=O)N2CCN(C3CC3)c3ccccc32)cc1Cl. Reaction SMILES: [Br:1][c:2]1[cH:3][c:4]([Cl:31])[c:5]([O:6][c:7]2[c:8]([C:13](=[O:14])[N:15]3[CH2:16][CH2:17][N:18]([CH:25]4[CH2:26][CH2:27]4)[c:19]4[cH:20][cH:21][cH:22][cH:23][c:24]43)[cH:9][n:10][cH:11][cH:12]2)[cH:28][c:29]1[Cl:30].[CH3:44][N:45]([CH3:46])[CH:47]=[O:48].[CH3:49][CH2:50][O:51][C:52](=[O:53])[CH3:54].[Cu:40][C:41]#[N:42].[OH2:43].[OH:32][C:33]([CH:34]1[CH2:36][CH2:35][CH2:38][NH:39]1)=[O:37]>>[c:2]1([C:38]#[N:39])[cH:3][c:4]([Cl:31])[c:5]([O:6][c:7]2[c:8]([C:13](=[O:14])[N:15]3[CH2:16][CH2:17][N:18]([CH:25]4[CH2:26][CH2:27]4)[c:19]4[cH:20][cH:21][cH:22][cH:23][c:24]43)[cH:9][n:10][cH:11][cH:12]2)[cH:28][c:29]1[Cl:30]. The reactants are Cl.[Na] (sodium hydrochloride), C(C1=CC=CC=C1)OC([C@H]1N(CCC1)C(CNS(=O)(=O)C1=CC=CC=C1)=O)=O (N-benzenesulfonylglycyl-L-proline benzylester), O (Water). Solvent: C(C)(=O)OCC (ethyl acetate), CO (methanol). Run at time 3 hour. Product: C1(=CC=CC=C1)S(=O)(=O)NCC(=O)N1[C@H](C(=O)O)CCC1 (N-benzenesulfonylglycyl-L-proline). The yield is 45.6%. RXN SMILES: C([O:8][C:9](=[O:28])[C@@H:10]1[CH2:14][CH2:13][CH2:12][N:11]1[C:15](=[O:27])[CH2:16][NH:17][S:18]([C:21]1[CH:26]=[CH:25][CH:24]=[CH:23][CH:22]=1)(=[O:20])=[O:19])C1C=CC=CC=1.Cl.[Na].O>CO.C(OCC)(=O)C>[C:21]1([S:18]([NH:17][CH2:16][C:15]([N:11]2[CH2:12][CH2:13][CH2:14][C@H:10]2[C:9]([OH:28])=[O:8])=[O:27])(=[O:20])=[O:19])[CH:22]=[CH:23][CH:24]=[CH:25][CH:26]=1 |f:1.2,^1:29|. Procedure details: N-benzenesulfonylglycyl-L-proline benzylester (1.91 g, 4.7 mmole) was dissolved in methanol (6 ml), 1N aqueous sodium hydrochloride (6 ml) was added, and stirred for 3 hours at a temperature between 30° C. and 35° C. Water (20 ml) was added to the solution and the mixture was washed with two 20 ml portions of diethyl ether and then adjusted to pH 1.5 with 1N aqueous hydrochloric acid. The solvent was removed by distillation under reduced pressure and the solid material thus obtained was disperse... Starting materials: N1CCC(CC1)NC(=O)C1=CNC2=C1N=CN=C2C2=C(C=CC=1OCOC12)OCCCC (4-(5-butoxy-benzo[1,3]dioxol-4-yl)-5H-pyrrolo[3,2-d]pyrimidine-7-carboxylic acid piperidin-4-ylamide), ClC(=O)[C@H](C)OC(C)=O (acetic acid (S)-1-chlorocarbonyl-ethyl ester). Yields the product O[C@H](C(=O)N1CCC(CC1)NC(=O)C1=CNC2=C1N=CN=C2C2=C(C=CC=1OCOC12)OCCCC)C (4-(5-Butoxy-benzo[1,3]dioxol-4-yl)-5H-pyrrolo[3,2-d]pyrimidine-7-carboxylic acid [1-((S)-2-hydroxy-propionyl)-piperidin-4-yl]-amide). RXN SMILES: [NH:1]1[CH2:6][CH2:5][CH:4]([NH:7][C:8]([C:10]2[C:14]3[N:15]=[CH:16][N:17]=[C:18]([C:19]4[C:27]5[O:26][CH2:25][O:24][C:23]=5[CH:22]=[CH:21][C:20]=4[O:28][CH2:29][CH2:30][CH2:31][CH3:32])[C:13]=3[NH:12][CH:11]=2)=[O:9])[CH2:3][CH2:2]1.Cl[C:34]([C@@H:36]([O:38]C(=O)C)[CH3:37])=[O:35]>>[OH:38][C@@H:36]([CH3:37])[C:34]([N:1]1[CH2:6][CH2:5][CH:4]([NH:7][C:8]([C:10]2[C:14]3[N:15]=[CH:16][N:17]=[C:18]([C:19]4[C:27]5[O:26][CH2:25][O:24][C:23]=5[CH:22]=[CH:21][C:20]=4[O:28][CH2:29][CH2:30][CH2:31][CH3:32])[C:13]=3[NH:12][CH:11]=2)=[O:9])[CH2:3][CH2:2]1)=[O:35]. Reported procedure: Starting from 4-(5-butoxy-benzo[1,3]dioxol-4-yl)-5H-pyrrolo[3,2-d]pyrimidine-7-carboxylic acid piperidin-4-ylamide (example A179) and acetic acid (S)-1-chlorocarbonyl-ethyl ester the title compound was obtained as colorless solid. Starting materials: CCCCCCCCC=CCCCCCCCC(=O)O, COc1ccc(COC(c2ccccc2)(c2ccc(OC)cc2)C2CC(O)CN2C(=O)CCCCCN)cc1. Yields the product CCCCCCCCC=CCCCCCCCC(=O)NCCCCCC(=O)N1CC(O)CC1C(OCc1ccc(OC)cc1)(c1ccccc1)c1ccc(OC)cc1. Reaction SMILES: [CH3:1][CH2:2][CH2:3][CH2:4][CH2:5][CH2:6][CH2:7][CH2:8][CH:9]=[CH:10][CH2:11][CH2:12][CH2:13][CH2:14][CH2:15][CH2:16][CH2:17][C:18]([OH:19])=[O:20].[NH2:21][CH2:22][CH2:23][CH2:24][CH2:25][CH2:26][C:27](=[O:28])[N:29]1[CH:30]([C:35]([O:36][CH2:37][c:38]2[cH:39][cH:40][c:41]([O:44][CH3:45])[cH:42][cH:43]2)([c:46]2[cH:47][cH:48][cH:49][cH:50][cH:51]2)[c:52]2[cH:53][cH:54][c:55]([O:58][CH3:59])[cH:56][cH:57]2)[CH2:31][CH:32]([OH:34])[CH2:33]1>>[CH3:1][CH2:2][CH2:3][CH2:4][CH2:5][CH2:6][CH2:7][CH2:8][CH:9]=[CH:10][CH2:11][CH2:12][CH2:13][CH2:14][CH2:15][CH2:16][CH2:17][C:18](=[O:20])[NH:21][CH2:22][CH2:23][CH2:24][CH2:25][CH2:26][C:27](=[O:28])[N:29]1[CH:30]([C:35]([O:36][CH2:37][c:38]2[cH:39][cH:40][c:41]([O:44][CH3:45])[cH:42][cH:43]2)([c:46]2[cH:47][cH:48][cH:49][cH:50][cH:51]2)[c:52]2[cH:53][cH:54][c:55]([O:58][CH3:59])[cH:56][cH:57]2)[CH2:31][CH:32]([OH:34])[CH2:33]1.